describe an organic reaction: reactants, conditions, products, and yield From a dataset of the Open Reaction Database (ORD), a public repository of structured organic reaction records. Starting materials: [BH4-], C1CCOC1, CCOC(C)=O, CC(C)C(C=O)O[Si](C)(C)C(C)(C)C, CCO, [Na+]. Yields the product CC(C)C(CO)O[Si](C)(C)C(C)(C)C. RXN SMILES: [BH4-:15].[CH2:23]1[O:24][CH2:25][CH2:26][CH2:27]1.[CH3:17][CH2:18][O:19][C:20](=[O:21])[CH3:22].[CH3:1][CH:2]([CH:3]([CH:4]=[O:5])[O:6][Si:7]([CH3:8])([CH3:9])[C:10]([CH3:11])([CH3:12])[CH3:13])[CH3:14].[CH3:28][CH2:29][OH:30].[Na+:16]>>[CH3:1][CH:2]([CH:3]([CH2:4][OH:5])[O:6][Si:7]([CH3:8])([CH3:9])[C:10]([CH3:11])([CH3:12])[CH3:13])[CH3:14].